Dataset: the Open Reaction Database (ORD), a public repository of structured organic reaction records. Task: describe an organic reaction: reactants, conditions, products, and yield The product is FC(S(=O)(=O)[O-])(F)F.ClC1=C(C=C(C=C1)[N+](C)(C)C)C(=O)OC ((4-chloro-3-methoxycarbonyl-phenyl)-trimethyl-ammonium trifluoro-methanesulfonate). The reactants are COC(C1=C(C=CC(=C1)N(C)C)Cl)=O (2-Chloro-5-dimethylamino-benzoic acid methyl ester), ClCCl (dichloromethane), COS(=O)(=O)C(F)(F)F (methyltriflate), COS(=O)(=O)C(F)(F)F (methyltriflate). The yield is 86.0%. Conditions: time 2 day. Procedure details: To a stirred solution of 4.49 g (21.0 mmol) 18a and 75 ml dichloromethane were added 34.5 g (21.0 mmol) methyltriflate (Aldrich) drop wisely. The reaction mixture was stirred for 2 days at room temperature. 17 g (10 mmol) methyltriflate (Aldrich) were added and the reaction mixture was stirred at 40° C. for 20 h. The reaction mixture was cooled to 20° C. and diethylether was added. The desired compound precipitates and the solvent was decanted and the solid was washed extensively (ten times) wit... The solvent is C(C)OCC (diethylether). Reaction SMILES: [CH3:1][O:2][C:3](=[O:14])[C:4]1[CH:9]=[C:8]([N:10]([CH3:12])[CH3:11])[CH:7]=[CH:6][C:5]=1[Cl:13].Cl[CH2:16]Cl.C[O:19][S:20]([C:23]([F:26])([F:25])[F:24])(=[O:22])=[O:21]>C(OCC)C>[F:24][C:23]([F:26])([F:25])[S:20]([O-:22])(=[O:21])=[O:19].[Cl:13][C:5]1[CH:6]=[CH:7][C:8]([N+:10]([CH3:16])([CH3:11])[CH3:12])=[CH:9][C:4]=1[C:3]([O:2][CH3:1])=[O:14] |f:4.5|. Reactants: NN1C2=C(C(=C(C1=O)C1=NS(C3=C(N1)C=CC=C3)(=O)=O)O)SC=C2 (4-amino-6-(1,1-dioxido-4H-1,2,4-benzothiadiazin-3-yl)-7-hydroxythieno[3,2-b]pyridin 5(4H)-one), CC(CC=O)(C)C (3,3-dimethylbutanal). Solvent: CN(C(C)=O)C (N,N-dimethylacetamide). Reaction conditions: temperature 25 celsius. Yields the product CC(CC=NN1C2=C(C(=C(C1=O)C1=NS(C3=C(N1)C=CC=C3)(=O)=O)O)SC=C2)(C)C (4-{[3,3-dimethylbutylidene]amino}-6-(1,1-dioxido-4H-1,2,4-benzothiadiazin-3-yl)-7-hydroxythieno[3,2-b]pyridin-5(4H)-one). The yield is 60.0%. Reaction SMILES: [NH2:1][N:2]1[C:7](=[O:8])[C:6]([C:9]2[NH:14][C:13]3[CH:15]=[CH:16][CH:17]=[CH:18][C:12]=3[S:11](=[O:20])(=[O:19])[N:10]=2)=[C:5]([OH:21])[C:4]2[S:22][CH:23]=[CH:24][C:3]1=2.[CH3:25][C:26]([CH3:31])([CH3:30])[CH2:27][CH:28]=O>CN(C)C(=O)C>[CH3:25][C:26]([CH3:31])([CH3:30])[CH2:27][CH:28]=[N:1][N:2]1[C:7](=[O:8])[C:6]([C:9]2[NH:14][C:13]3[CH:15]=[CH:16][CH:17]=[CH:18][C:12]=3[S:11](=[O:20])(=[O:19])[N:10]=2)=[C:5]([OH:21])[C:4]2[S:22][CH:23]=[CH:24][C:3]1=2. Procedure: The product of Example 268D (0.10 g, 0.27 mmol) was reacted with 3,3-dimethylbutanal (0.5 g, 5.0 mmol) in N,N-dimethylacetamide (3 mL) in a sealed tube at 130° C. for 40 minutes in a microwave reactor. The reaction was cooled to 25° C. and concentrated under vacuum. The resulting residue was triturated with diethyl ether and filtered to give the title compound (0.072 g, 77%). Reactants: C(C)(C)(C)OC(=O)N1CC2C(C1)C(C(C2)N2C(C(CC2)NC(=O)OCC2=CC=CC=C2)=O)CO (5-(3-benzyloxycarbonylamino-2-oxo-pyrrolidin-1-yl)-4-hydroxymethyloctahydrocyclopenta[c]-pyrrole-2-carboxylic acid tert-butyl ester), IC (iodomethane). The reagents and catalysts are [Ag]=O (silver oxide). Solvent: CN(C)C=O (DMF). The product is C(C)(C)(C)OC(=O)N1CC2C(C1)C(C(C2)N2C(C(CC2)NC(=O)OCC2=CC=CC=C2)=O)COC (5-(3-benzyloxycarbonylamino-2-oxopyrrolidin-1-yl)-4-methoxymethyloctahydro-cyclopenta[c]pyrrole-2-carboxylic acid tert-butyl ester). Reaction SMILES: [C:1]([O:5][C:6]([N:8]1[CH2:12][CH:11]2[CH:13]([CH2:33][OH:34])[CH:14]([N:16]3[CH2:20][CH2:19][CH:18]([NH:21][C:22]([O:24][CH2:25][C:26]4[CH:31]=[CH:30][CH:29]=[CH:28][CH:27]=4)=[O:23])[C:17]3=[O:32])[CH2:15][CH:10]2[CH2:9]1)=[O:7])([CH3:4])([CH3:3])[CH3:2].I[CH3:36]>[Ag]=O.CN(C=O)C>[C:1]([O:5][C:6]([N:8]1[CH2:12][CH:11]2[CH:13]([CH2:33][O:34][CH3:36])[CH:14]([N:16]3[CH2:20][CH2:19][CH:18]([NH:21][C:22]([O:24][CH2:25][C:26]4[CH:31]=[CH:30][CH:29]=[CH:28][CH:27]=4)=[O:23])[C:17]3=[O:32])[CH2:15][CH:10]2[CH2:9]1)=[O:7])([CH3:4])([CH3:3])[CH3:2]. Procedure details: A solution of 5-(3-benzyloxycarbonylamino-2-oxo-pyrrolidin-1-yl)-4-hydroxymethyloctahydrocyclopenta[c]-pyrrole-2-carboxylic acid tert-butyl ester in a small amount of DMF and a large excess of iodomethane is treated with silver oxide and stirred at room temperature until the reaction is complete. Upon completion of the reaction, the reaction mixture is filtered through celite and concentrated under vacuum yielding a residue. The residue is purified by flash column chromatography providing the ti... Procedure: A mixture of benzyl 4-[5-(1,3-benzothiazol-2-yl)-4-chloro-6-hydroxypyrimidin-2-yl]piperidine-1-carboxylate (48.1 mg, 0.10 mmol, 1.00 equiv), tert-butyl (3R)-3-aminopiperidine-1-carboxylate (20.1 mg, 0.10 mmol, 1.00 equiv), and N-ethyl-N-isopropylpropan-2-amine (25.4 mg, 0.20 mmol, 1.97 equiv) in ethanol (3 ml) was heated overnight at 90° C. in an oil bath. Upon concentrated under vacuum, the residue was purified by flash chromatography on a silica gel column eluting with petroleum ether/ethyl ac... RXN SMILES: [S:1]1[C:5]2[CH:6]=[CH:7][CH:8]=[CH:9][C:4]=2[N:3]=[C:2]1[C:10]1[C:11](Cl)=[N:12][C:13]([CH:17]2[CH2:22][CH2:21][N:20]([C:23]([O:25][CH2:26][C:27]3[CH:32]=[CH:31][CH:30]=[CH:29][CH:28]=3)=[O:24])[CH2:19][CH2:18]2)=[N:14][C:15]=1[OH:16].[NH2:34][C@@H:35]1[CH2:40][CH2:39][CH2:38][N:37]([C:41]([O:43][C:44]([CH3:47])([CH3:46])[CH3:45])=[O:42])[CH2:36]1.C(N(C(C)C)C(C)C)C>C(O)C>[S:1]1[C:5]2[CH:6]=[CH:7][CH:8]=[CH:9][C:4]=2[N:3]=[C:2]1[C:10]1[C:15](=[O:16])[NH:14][C:13]([CH:17]2[CH2:22][CH2:21][N:20]([C:23]([O:25][CH2:26][C:27]3[CH:32]=[CH:31][CH:30]=[CH:29][CH:28]=3)=[O:24])[CH2:19][CH2:18]2)=[N:12][C:11]=1[NH:34][C@@H:35]1[CH2:40][CH2:39][CH2:38][N:37]([C:41]([O:43][C:44]([CH3:47])([CH3:46])[CH3:45])=[O:42])[CH2:36]1. Product: S1C(=NC2=C1C=CC=C2)C2=C(N=C(NC2=O)C2CCN(CC2)C(=O)OCC2=CC=CC=C2)N[C@H]2CN(CCC2)C(=O)OC(C)(C)C (benzyl 4-[5-(1,3-benzothiazol-2-yl)-4-[[(3R)-1-[(tert-butoxy)carbonyl]piperidin-3-yl]amino]-6-oxo-1,6-dihydropyrimidin-2-yl]piperidine-1-carboxylate). Conditions: temperature 90 celsius. The reactants are S1C(=NC2=C1C=CC=C2)C=2C(=NC(=NC2O)C2CCN(CC2)C(=O)OCC2=CC=CC=C2)Cl (benzyl 4-[5-(1,3-benzothiazol-2-yl)-4-chloro-6-hydroxypyrimidin-2-yl]piperidine-1-carboxylate), N[C@H]1CN(CCC1)C(=O)OC(C)(C)C (tert-butyl (3R)-3-aminopiperidine-1-carboxylate), C(C)N(C(C)C)C(C)C (N-ethyl-N-isopropylpropan-2-amine). Solvent: C(C)O (ethanol).